The task is: describe an organic reaction: reactants, conditions, products, and yield. This data is from the Open Reaction Database (ORD), a public repository of structured organic reaction records. Starting materials: N1=CC=CC=C1 (pyridine), 6.1, C(=O)(OC(C)(C)C)N1[C@@H](C(=O)O)C[C@H](C1)O (cis-Boc-4-hydroxy-D-proline). The reagents and catalysts are [O-2].[Cr+6].[O-2].[O-2] (chromium(VI) oxide). Solvent: ClCCl (dichloromethane), ClCCl (dichloromethane). Conditions: time 30 minute. Product: C(=O)(OC(C)(C)C)N1[C@@H](C(=O)O)CC(C1)=O (Boc-4-keto-D-proline). As a reaction SMILES: N1C=CC=CC=1.[C:7]([N:14]1[CH2:21][C@H:20]([OH:22])[CH2:19][C@@H:15]1[C:16]([OH:18])=[O:17])([O:9][C:10]([CH3:13])([CH3:12])[CH3:11])=[O:8]>ClCCl.[O-2].[Cr+6].[O-2].[O-2]>[C:7]([N:14]1[CH2:21][C:20](=[O:22])[CH2:19][C@@H:15]1[C:16]([OH:18])=[O:17])([O:9][C:10]([CH3:13])([CH3:12])[CH3:11])=[O:8] |f:3.4.5.6|. Reported procedure: 6.1 12.2 g (122 mmol) of chromium(VI) oxide are added to a mixture, held at 0° C., of 22 ml of pyridine and 50 ml of dichloromethane, and the mixture is stirred at the same temperature for 30 minutes. The solution is allowed to warm to room temperature, and a solution of 5.00 g of cis-Boc-4-hydroxy-D-proline in 80 ml of dichloromethane is added dropwise over the course of 5 minutes. After stirring at room temperature for 1 hour, the solution is filtered, and the filtrate is evaporated. The resid... The reactants are BrC1=C(N)C=C(C=C1)[N+](=O)[O-] (2-bromo-5-nitroaniline), [Cu]C#N (copper(I) cyanide). Run in CN(C=O)C (dimethylforamide), N1=CC=CC=C1 (pyridine). Conditions: temperature 160 celsius. The product is C(#N)C1=C(N)C=C(C=C1)[N+](=O)[O-] (2-cyano-5-nitroaniline). Isolated yield 70.4%. Reaction SMILES: Br[C:2]1[CH:8]=[CH:7][C:6]([N+:9]([O-:11])=[O:10])=[CH:5][C:3]=1[NH2:4].[Cu][C:13]#[N:14]>CN(C)C=O.N1C=CC=CC=1>[C:13]([C:2]1[CH:8]=[CH:7][C:6]([N+:9]([O-:11])=[O:10])=[CH:5][C:3]=1[NH2:4])#[N:14]. Reported procedure: To a solution of 2-bromo-5-nitroaniline (5.0 g, 23 mmol) in dimethylforamide (100 ml) and pyridine (20ml) was stirred with copper(I) cyanide (2.05 g, 64 mmol). The mixture was then heated to 160° C. for 48 hrs. The reaction was then cooled to room temperature and filtered through celite, the celite was washed with ethyl acetate. The solvent was evaporated and chromatography of the resulting solid on silica gel (25%EtOAc/Hexane) gave the desired product (2.64 g, 70%). 1H NMR (CD3COCD3): δ7.75 (s,... Starting materials: C1(=CC=C(C=C1)N)N (Benzene-1,4-diamine), ClC1=NN=C(C2=CC=CC=C12)C1=CC=CC=C1 (1-chloro-4-phenylphthalazine), 2-BuOH. Run in O (water). Run at temperature 110 celsius. The product is C1(=CC=CC=C1)C1=NN=C(C2=CC=CC=C12)NC1=CC=C(C=C1)N (N1-(4-phenylphthalazin-1-yl)benzene-1,4-diamine). As a reaction SMILES: [C:1]1([NH2:8])[CH:6]=[CH:5][C:4]([NH2:7])=[CH:3][CH:2]=1.Cl[C:10]1[C:19]2[C:14](=[CH:15][CH:16]=[CH:17][CH:18]=2)[C:13]([C:20]2[CH:25]=[CH:24][CH:23]=[CH:22][CH:21]=2)=[N:12][N:11]=1>O>[C:20]1([C:13]2[C:14]3[C:19](=[CH:18][CH:17]=[CH:16][CH:15]=3)[C:10]([NH:7][C:4]3[CH:5]=[CH:6][C:1]([NH2:8])=[CH:2][CH:3]=3)=[N:11][N:12]=2)[CH:21]=[CH:22][CH:23]=[CH:24][CH:25]=1. Reported procedure: Benzene-1,4-diamine (0.337 g, 3.12 mmol) and 1-chloro-4-phenylphthalazine (0.500 g, 2.08 mmol) were treated with 7.5 mL 2-BuOH in a sealed tube and heated to 110° C. The reaction quickly became a solid, yellow mass. After several hours, the reaction was cooled and diluted with water. The slurry was then partitioned between DCM and 1N NaOH. The aqueous layer was extracted into DCM (2×). The combined organic layers were dried over anhydrous sodium sulfate, filtered, and concentrated in vacuo. The ... Starting materials: BrC=1N=CC(=NC1)C(=O)N1CCN(CC1)C1=NC=C(C=C1C)C1CC1 ((5-bromopyrazin-2-yl) [4-(5-cyclopropyl-3-methylpyridin-2-yl)piperazin-1-yl]methanone), O1C(NCC1)=O (oxazolidin-2-one). The product is C1(CC1)C=1C=C(C(=NC1)N1CCN(CC1)C(=O)C=1N=CC(=NC1)N1C(OCC1)=O)C (3-{5-[4-(5-cyclopropyl-3-methylpyridin-2-yl)piperazine-1-carbonyl]pyrazin-2-yl}oxazolidin-2-one). Isolated yield 47.3%. As a reaction SMILES: Br[C:2]1[N:3]=[CH:4][C:5]([C:8]([N:10]2[CH2:15][CH2:14][N:13]([C:16]3[C:21]([CH3:22])=[CH:20][C:19]([CH:23]4[CH2:25][CH2:24]4)=[CH:18][N:17]=3)[CH2:12][CH2:11]2)=[O:9])=[N:6][CH:7]=1.[O:26]1[CH2:30][CH2:29][NH:28][C:27]1=[O:31]>>[CH:23]1([C:19]2[CH:20]=[C:21]([CH3:22])[C:16]([N:13]3[CH2:14][CH2:15][N:10]([C:8]([C:5]4[N:6]=[CH:7][C:2]([N:28]5[CH2:29][CH2:30][O:26][C:27]5=[O:31])=[N:3][CH:4]=4)=[O:9])[CH2:11][CH2:12]3)=[N:17][CH:18]=2)[CH2:25][CH2:24]1. Procedure details: Using (5-bromopyrazin-2-yl) [4-(5-cyclopropyl-3-methylpyridin-2-yl)piperazin-1-yl]methanone (100 mg) described in Preparation Example 243 and oxazolidin-2-one (26 mg) and by the reaction and treatment in the same manner as in Example 1, the title compound (48 mg) was obtained. Starting materials: C(C)OC=C(C(=O)C1=C(C=C(C=C1)C(F)(F)F)[N+](=O)[O-])C(C)=O (2-ethoxymethylene-1-(2-nitro-4-trifluoromethylphenyl)butan-1,3-dione), Cl.NO (hydroxylamine hydrochloride). Solvent: C(C)O (ethanol). Run at time 5 hour. The product is [N+](=O)([O-])C1=C(C(=O)C=2C=NOC2C)C=CC(=C1)C(F)(F)F (4-(2-nitro-4-trifluoromethylbenzoyl)-5-methylisoxazole). Isolated yield 37.5%. RXN SMILES: C(O[CH:4]=[C:5]([C:21](=[O:23])[CH3:22])[C:6]([C:8]1[CH:13]=[CH:12][C:11]([C:14]([F:17])([F:16])[F:15])=[CH:10][C:9]=1[N+:18]([O-:20])=[O:19])=[O:7])C.Cl.[NH2:25]O>C(O)C>[N+:18]([C:9]1[CH:10]=[C:11]([C:14]([F:17])([F:16])[F:15])[CH:12]=[CH:13][C:8]=1[C:6]([C:5]1[CH:4]=[N:25][O:23][C:21]=1[CH3:22])=[O:7])([O-:20])=[O:19] |f:1.2|. Procedure details: A mixture of crude 2-ethoxymethylene-1-(2-nitro-4-trifluoromethylphenyl)butan-1,3-dione (13.25 g) and hydroxylamine hydrochloride (3.7 g) in ethanol (80 ml) was stirred for 5 hours. The solution was evaporated almost to dryness and the resultant solution was diluted with ethyl acetate (100 ml). The solution was washed with water (3×40 ml), dried (anhydrous sodium sulphate) and filtered. The filtrate was evaporated to dryness. The residue was triturated with a mixture of ether and petroleum spiri... Reactants: O=C([O-])[O-], N#Cc1cccc(F)c1, [K+], [K+], CN(C)C=O, c1ccc(-c2cc[nH]c2)nc1. Product: N#Cc1cccc(-n2ccc(-c3ccccn3)c2)c1. RXN SMILES: [C:21](=[O:22])([O-:23])[O-:24].[F:12][c:13]1[cH:14][c:15]([C:16]#[N:17])[cH:18][cH:19][cH:20]1.[K+:25].[K+:26].[O:27]=[CH:28][N:29]([CH3:30])[CH3:31].[nH:1]1[cH:2][c:3](-[c:6]2[n:7][cH:8][cH:9][cH:10][cH:11]2)[cH:4][cH:5]1>>[n:1]1(-[c:13]2[cH:14][c:15]([C:16]#[N:17])[cH:18][cH:19][cH:20]2)[cH:2][c:3](-[c:6]2[n:7][cH:8][cH:9][cH:10][cH:11]2)[cH:4][cH:5]1. Starting materials: N(=NC(C(=O)[O-])(CC)C)C(C(=O)[O-])(CC)C (2,2′-azobis(methyl 2-methylpropionate)), C(C(=C)C)(=O)OC(C)OCC1=CC=CC=C1 (1-benzyloxyethyl methacrylate), C(C(=C)C)(=O)OCCO (2-hydroxyethyl methacrylate), C(C(=C)C)(=O)O (methacrylic acid). Run in C(C(C)C)C(=O)C (methyl isobutyl ketone), CCCCCCC (heptane). Run at time 6 hour. The product is C(C(=C)C)(=O)OC(C)OCC1=CC=CC=C1.C(C(=C)C)(=O)OCCO.C(C(=C)C)(=O)O (1-benzyloxyethyl methacrylate 2-hydroxyethyl methacrylate methacrylic acid). RXN SMILES: [C:1]([O:6][CH:7]([O:9][CH2:10][C:11]1[CH:16]=[CH:15][CH:14]=[CH:13][CH:12]=1)[CH3:8])(=[O:5])[C:2]([CH3:4])=[CH2:3].[C:17]([O:22][CH2:23][CH2:24][OH:25])(=[O:21])[C:18]([CH3:20])=[CH2:19].[C:26]([OH:31])(=[O:30])[C:27]([CH3:29])=[CH2:28].N(C(C)(CC)C([O-])=O)=NC(C)(CC)C([O-])=O>CCCCCCC.C(C(C)=O)C(C)C>[C:1]([O:6][CH:7]([O:9][CH2:10][C:11]1[CH:12]=[CH:13][CH:14]=[CH:15][CH:16]=1)[CH3:8])(=[O:5])[C:2]([CH3:4])=[CH2:3].[C:17]([O:22][CH2:23][CH2:24][OH:25])(=[O:21])[C:18]([CH3:20])=[CH2:19].[C:26]([OH:31])(=[O:30])[C:27]([CH3:29])=[CH2:28] |f:6.7.8|. Reported procedure: Into a 500 ml-volume three-neck flask, 105.7 g (0.48 mol) of 1-benzyloxyethyl methacrylate, 7.8 g (0.06 mol) of 2-hydroxyethyl methacrylate, 5.2 g (0.06 mol) of methacrylic acid and 300 ml of methyl isobutyl ketone were charged. A catalytic amount of 2,2′-azobis(methyl 2-methylpropionate) was added thereto as a radical polymerization initiator, and polymerization was allowed to proceed at 80° C. for 6 hours in a nitrogen stream. The reaction solution was cooled and then poured in a large amount ... Starting materials: [Mg] (magnesium), ClCCCCCCCCCCCCCCCC (1-chlorohexadecane), solution, C[Mg]Br (methylmagnesium bromide), O1C(CCCC1)OCCCC=O (4-[(tetrahydro-2H-pyran-2-yl)oxy]butanal). The solvent is C(C)OCC (diethyl ether), C(C)OCC (diethyl ether), C(C)Br (ethyl bromide), C(C)OCC (diethyl ether). The product is diethyl ether petroleum ether, O1C(CCCC1)OCCCC(CCCCCCCCCCCCCCCC)O (1-[(tetrahydro-2H-pyran-2-yl)oxy]eicosan-4-ol). Yield: 70.0%. RXN SMILES: [Mg].Cl[CH2:3][CH2:4][CH2:5][CH2:6][CH2:7][CH2:8][CH2:9][CH2:10][CH2:11][CH2:12][CH2:13][CH2:14][CH2:15][CH2:16][CH2:17][CH3:18].C[Mg]Br.[O:22]1[CH2:27][CH2:26][CH2:25][CH2:24][CH:23]1[O:28][CH2:29][CH2:30][CH2:31][CH:32]=[O:33]>C(OCC)C.C(Br)C>[O:22]1[CH2:27][CH2:26][CH2:25][CH2:24][CH:23]1[O:28][CH2:29][CH2:30][CH2:31][CH:32]([OH:33])[CH2:18][CH2:17][CH2:16][CH2:15][CH2:14][CH2:13][CH2:12][CH2:11][CH2:10][CH2:9][CH2:8][CH2:7][CH2:6][CH2:5][CH2:4][CH3:3]. Procedure: To a refluxing mixture of 1.26 g of magnesium turnings, 15.5 ml of 1-chlorohexadecane, and 100 ml of anhydrous diethyl ether were added 0.5 ml of a 3.2M solution of methylmagnesium bromide in diethyl ether and 0.05 ml of ethyl bromide. The reaction mixture was refluxed for a period of 6 hours. A solution of 3.0 g of 4-[(tetrahydro-2H-pyran-2-yl)oxy]butanal in 10 ml of diethyl ether was added, and the reaction mixture refluxed for an additional hour. The reaction mixture was poured into a mixture... Yields the product ClC=1C(=C(C=C(C1Cl)Cl)S(=O)(=O)N(CC)CC)SCCl (3,4,5-trichloro-N,N-diethyl-2-((chloromethyl)thio)benzenesulfonamide). The reagents and catalysts are [Br-].C(C1=CC=CC=C1)[N+](CC)(CC)CC (benzyltriethyl ammonium bromide). Reaction SMILES: [OH-].[K+].[Cl:3][C:4]1[C:9]([Cl:10])=[C:8]([Cl:11])[CH:7]=[C:6]([S:12]([N:15]([CH2:18][CH3:19])[CH2:16][CH3:17])(=[O:14])=[O:13])[C:5]=1[SH:20].Br[CH2:22][Cl:23]>[Br-].C([N+](CC)(CC)CC)C1C=CC=CC=1>[Cl:3][C:4]1[C:5]([S:20][CH2:22][Cl:23])=[C:6]([S:12]([N:15]([CH2:18][CH3:19])[CH2:16][CH3:17])(=[O:13])=[O:14])[CH:7]=[C:8]([Cl:11])[C:9]=1[Cl:10] |f:0.1,4.5|. Reported procedure: To a slurry of 1.63 grams (0.025 mole) of finely powdered potassium hydroxide (85 percent) in 150 milliliters of bromochloromethane were added 8.72 grams (0.025 mole) of 2,3,4-trichloro-6-((diethylamino)sulfonyl)benzenethiol. To this mixture, 0.40 gram of benzyltriethyl ammonium bromide, was added and the temperature rose from 26° to 30° C. over 20 minutes. The reaction mixture was cooled to room temperature and stirred at this temperature for 2 hours. The reaction mixture was thereafter heated ... Conditions: time 20 minute. Starting materials: [OH-].[K+] (potassium hydroxide), ClC1=C(C(=CC(=C1Cl)Cl)S(=O)(=O)N(CC)CC)S (2,3,4-trichloro-6-((diethylamino)sulfonyl)benzenethiol), BrCCl (bromochloromethane).